This data is from the Open Reaction Database (ORD), a public repository of structured organic reaction records. The task is: describe an organic reaction: reactants, conditions, products, and yield The reactants are ClC(Cl)Cl, Cc1ccc(O)c(CO)c1. Yields the product Cc1ccc(O)c(C=O)c1. RXN SMILES: [Cl:11][CH:12]([Cl:13])[Cl:14].[OH:1][CH2:2][c:3]1[c:4]([OH:10])[cH:5][cH:6][c:7]([CH3:9])[cH:8]1>>[O:1]=[CH:2][c:3]1[c:4]([OH:10])[cH:5][cH:6][c:7]([CH3:9])[cH:8]1. Starting materials: ClC1=CC(=CC=C1)C(=O)OO (m-Chloroperbenzoic acid), C1(=CC=CC=C1)SCCCCNC(P(OCC)(OCC)=O)P(OCC)(OCC)=O (tetraethyl 4-(phenylthio)butylaminomethylenebisphosphonate). Solvent: ClCCl (dichloromethane). Run at temperature 0 celsius, time 2 hour. Product: C1(=CC=CC=C1)S(=O)CCCCNC(P(OCC)(OCC)=O)P(OCC)(OCC)=O (Tetraethyl 4-(phenylsulfinyl)butylaminomethylenebisphosphonate), oil. Isolated yield 85.0%. Reaction SMILES: ClC1C=CC=C(C(OO)=[O:9])C=1.[C:12]1([S:18][CH2:19][CH2:20][CH2:21][CH2:22][NH:23][CH:24]([P:33](=[O:40])([O:37][CH2:38][CH3:39])[O:34][CH2:35][CH3:36])[P:25](=[O:32])([O:29][CH2:30][CH3:31])[O:26][CH2:27][CH3:28])[CH:17]=[CH:16][CH:15]=[CH:14][CH:13]=1>ClCCl>[C:12]1([S:18]([CH2:19][CH2:20][CH2:21][CH2:22][NH:23][CH:24]([P:33](=[O:40])([O:37][CH2:38][CH3:39])[O:34][CH2:35][CH3:36])[P:25](=[O:32])([O:29][CH2:30][CH3:31])[O:26][CH2:27][CH3:28])=[O:9])[CH:17]=[CH:16][CH:15]=[CH:14][CH:13]=1. Procedure details: m-Chloroperbenzoic acid (487 rag) was added in small portions to a solution of tetraethyl 4-(phenylthio)butylaminomethylenebisphosphonate (1.20 g) in dichloromethane (10 ml) with ice-cooling, and then the mixture was stirred at 0° C. for 2 hours. The reaction mixture was washed successively with aqueous sodium bisulfite, saturated aqueous sodium bicarbonate, and water and then dried (MgSO4), and concentrated. The residue was chromatographed on silica gel. Tetraethyl 4-(phenylsulfinyl)butylaminom... Reactants: ClC=1C(=CC(=C(C1)N)[N+](=O)[O-])N1C=CC=C1 (5-chloro-2-nitro-4-pyrrol-1-yl-phenylamine), COCCO (2-methoxyethanol), [OH-].[K+] (KOH). Run in CS(=O)C (DMSO). The product is COCCOC=1C(=CC(=C(C1)N)[N+](=O)[O-])N1C=CC=C1 (5-(2-Methoxy-ethoxy)-2-nitro-4-pyrrol-1-yl-phenylamine), solid. RXN SMILES: Cl[C:2]1[C:3]([N:12]2[CH:16]=[CH:15][CH:14]=[CH:13]2)=[CH:4][C:5]([N+:9]([O-:11])=[O:10])=[C:6]([NH2:8])[CH:7]=1.[CH3:17][O:18][CH2:19][CH2:20][OH:21].[OH-].[K+]>CS(C)=O>[CH3:17][O:18][CH2:19][CH2:20][O:21][C:2]1[C:3]([N:12]2[CH:16]=[CH:15][CH:14]=[CH:13]2)=[CH:4][C:5]([N+:9]([O-:11])=[O:10])=[C:6]([NH2:8])[CH:7]=1 |f:2.3|. Procedure details: The title compound was prepared from 5-chloro-2-nitro-4-pyrrol-1-yl-phenylamine (Example F3) (1.01 g, 4 mmol), 2-methoxyethanol (1.58 mL, 20 mmol) and KOH (316 mg, 4.8 mmol) in DMSO (5 mL) according to the general procedure E. Obtained as an orange solid (870 mg). Starting materials: B, CSC, CCOC(C)=O, O=C(O)c1ccnc(Cl)c1, Cl, C1CCOC1, O. The product is OCc1ccnc(Cl)c1. Reaction SMILES: [BH3:11].[CH3:12][S:13][CH3:14].[CH3:22][CH2:23][O:24][C:25](=[O:26])[CH3:27].[Cl:1][c:2]1[cH:3][c:4]([C:5](=[O:6])[OH:7])[cH:8][cH:9][n:10]1.[ClH:16].[O:17]1[CH2:18][CH2:19][CH2:20][CH2:21]1.[OH2:15]>>[Cl:1][c:2]1[cH:3][c:4]([CH2:5][OH:6])[cH:8][cH:9][n:10]1. Reactants: CO, CNC(=O)c1c(-c2ccc(F)cc2)oc2ccc(-c3cc(C(=O)OC)c(OC)cc3C)cc12, [Na+], [OH-], O. Yields the product CNC(=O)c1c(-c2ccc(F)cc2)oc2ccc(-c3cc(C(=O)O)c(OC)cc3C)cc12. Reaction SMILES: [CH3:37][OH:38].[F:1][c:2]1[cH:3][cH:4][c:5](-[c:8]2[o:9][c:10]3[c:11]([c:12]2[C:13]([NH:14][CH3:15])=[O:16])[cH:17][c:18](-[c:21]2[c:22]([CH3:33])[cH:23][c:24]([O:31][CH3:32])[c:25]([C:26](=[O:27])[O:28][CH3:29])[cH:30]2)[cH:19][cH:20]3)[cH:6][cH:7]1.[Na+:35].[OH-:34].[OH2:36]>>[F:1][c:2]1[cH:3][cH:4][c:5](-[c:8]2[o:9][c:10]3[c:11]([c:12]2[C:13]([NH:14][CH3:15])=[O:16])[cH:17][c:18](-[c:21]2[c:22]([CH3:33])[cH:23][c:24]([O:31][CH3:32])[c:25]([C:26](=[O:27])[OH:28])[cH:30]2)[cH:19][cH:20]3)[cH:6][cH:7]1. The reactants are N (ammonia), CN(C=1C=CC=C2C=C(NC12)C(=O)O)S(=O)(=O)C=1SC=CN1 (7-[methyl(1,3-thiazol-2-ylsulfonyl)amino]-1H-indole-2-carboxylic acid), N1(N=NC2=C1C=CC=C2)O (1H-1,2,3-benzotriazol-1-ol), Cl.CN(CCCN=C=NCC)C (N-[3-(dimethylamino)propyl]-N′-ethylcarbodiimide hydrochloride). The solvent is C(C)(=O)OCC (ethyl acetate), O (water), CN(C=O)C (N,N-dimethylformamide). Run at temperature 60 celsius, time 30 minute. Yields the product CN(C=1C=CC=C2C=C(NC12)C(=O)N)S(=O)(=O)C=1SC=CN1 (7-[methyl(1,3-thiazol-2-ylsulfonyl)amino]-1H-indole-2-carboxamide). The yield is 79.0%. RXN SMILES: [CH3:1][N:2]([S:15]([C:18]1[S:19][CH:20]=[CH:21][N:22]=1)(=[O:17])=[O:16])[C:3]1[CH:4]=[CH:5][CH:6]=[C:7]2[C:11]=1[NH:10][C:9]([C:12](O)=[O:13])=[CH:8]2.[N:23]1(O)C2C=CC=CC=2N=N1.Cl.CN(C)CCCN=C=NCC.N>C(OCC)(=O)C.O.CN(C)C=O>[CH3:1][N:2]([S:15]([C:18]1[S:19][CH:20]=[CH:21][N:22]=1)(=[O:17])=[O:16])[C:3]1[CH:4]=[CH:5][CH:6]=[C:7]2[C:11]=1[NH:10][C:9]([C:12]([NH2:23])=[O:13])=[CH:8]2 |f:2.3|. Reported procedure: A mixture of 7-[methyl(1,3-thiazol-2-ylsulfonyl)amino]-1H-indole-2-carboxylic acid (1.65 g), 1H-1,2,3-benzotriazol-1-ol (991 mg), N-[3-(dimethylamino)propyl]-N′-ethylcarbodiimide hydrochloride (1.41 g) and N,N-dimethylformamide (10 mL) was stirred at 60° C. for 30 min. The mixture was cooled to 0° C., 28% aqueous ammonia (600 μL) was added, and the mixture was stirred overnight at room temperature. The reaction mixture was diluted with ethyl acetate (200 mL) and water (200 mL). The organic layer... The reactants are N#Cc1ccc(B(O)O)cc1, O=C([O-])[O-], COC(=O)C(Cc1ccc(Br)cc1)NC(=O)OC(C)(C)C, Cc1ccccc1, [Na+], [Na+], c1ccc(P(c2ccccc2)(c2ccccc2)[Pd](P(c2ccccc2)(c2ccccc2)c2ccccc2)(P(c2ccccc2)(c2ccccc2)c2ccccc2)P(c2ccccc2)(c2ccccc2)c2ccccc2)cc1. Product: COC(=O)C(Cc1ccc(-c2ccc(C#N)cc2)cc1)NC(=O)OC(C)(C)C. Reaction SMILES: [C:22](#[N:23])[c:24]1[cH:25][cH:26][c:27]([B:30]([OH:31])[OH:32])[cH:28][cH:29]1.[C:33](=[O:34])([O-:35])[O-:36].[CH3:1][O:2][C:3]([CH:4]([CH2:5][c:6]1[cH:7][cH:8][c:9]([Br:12])[cH:10][cH:11]1)[NH:13][C:14](=[O:15])[O:16][C:17]([CH3:18])([CH3:19])[CH3:20])=[O:21].[CH3:39][c:40]1[cH:41][cH:42][cH:43][cH:44][cH:45]1.[Na+:37].[Na+:38].[cH:46]1[cH:47][cH:48][c:49]([P:50]([Pd:51]([P:52]([c:53]2[cH:54][cH:55][cH:56][cH:57][cH:58]2)([c:59]2[cH:60][cH:61][cH:62][cH:63][cH:64]2)[c:65]2[cH:66][cH:67][cH:68][cH:69][cH:70]2)([P:71]([c:72]2[cH:73][cH:74][cH:75][cH:76][cH:77]2)([c:78]2[cH:79][cH:80][cH:81][cH:82][cH:83]2)[c:84]2[cH:85][cH:86][cH:87][cH:88][cH:89]2)[P:90]([c:91]2[cH:92][cH:93][cH:94][cH:95][cH:96]2)([c:97]2[cH:98][cH:99][cH:100][cH:101][cH:102]2)[c:103]2[cH:104][cH:105][cH:106][cH:107][cH:108]2)([c:109]2[cH:110][cH:111][cH:112][cH:113][cH:114]2)[c:115]2[cH:116][cH:117][cH:118][cH:119][cH:120]2)[cH:121][cH:122]1>>[CH3:1][O:2][C:3]([CH:4]([CH2:5][c:6]1[cH:7][cH:8][c:9](-[c:27]2[cH:26][cH:25][c:24]([C:22]#[N:23])[cH:29][cH:28]2)[cH:10][cH:11]1)[NH:13][C:14](=[O:15])[O:16][C:17]([CH3:18])([CH3:19])[CH3:20])=[O:21].